Dataset: the Open Reaction Database (ORD), a public repository of structured organic reaction records. Task: describe an organic reaction: reactants, conditions, products, and yield Run in CN(C)C=O (DMF), C(C)O (ethanol). Yield: 43.0%. Starting materials: COCCCOC1=C(C=CC(=C1)CCC(=O)OCC)C1=CC=C(C=C1)CN1CCCCC1 (ethyl 3-[2-(3-methoxypropoxy)-4′-(piperidin-1-ylmethyl)biphenyl-4-yl]propanoate), [Na] (Sodium), [Na] (sodium), Cl.NC(=N)N (guanidine hydrochloride), ClCCl.[Cl-].[Na+].O (dichloromethane brine). Product: Cl.NC(NC(CCC1=CC(=C(C=C1)C1=CC=C(C=C1)CN1CCCCC1)OCCCOC)=O)=N (N-[amino(imino)methyl]-3-[2-(3-methoxypropoxy)-4′-(piperidin-1-ylmethyl)biphenyl-4-yl]propanamide hydrochloride). As a reaction SMILES: [Na].Cl.[NH2:3][C:4]([NH2:6])=[NH:5].[CH3:7][O:8][CH2:9][CH2:10][CH2:11][O:12][C:13]1[CH:18]=[C:17]([CH2:19][CH2:20][C:21](OCC)=[O:22])[CH:16]=[CH:15][C:14]=1[C:26]1[CH:31]=[CH:30][C:29]([CH2:32][N:33]2[CH2:38][CH2:37][CH2:36][CH2:35][CH2:34]2)=[CH:28][CH:27]=1.[Cl:39]CCl.[Cl-].[Na+].O>C(O)C.CN(C=O)C>[ClH:39].[NH2:5][C:4](=[NH:6])[NH:3][C:21](=[O:22])[CH2:20][CH2:19][C:17]1[CH:16]=[CH:15][C:14]([C:26]2[CH:31]=[CH:30][C:29]([CH2:32][N:33]3[CH2:38][CH2:37][CH2:36][CH2:35][CH2:34]3)=[CH:28][CH:27]=2)=[C:13]([O:12][CH2:11][CH2:10][CH2:9][O:8][CH3:7])[CH:18]=1 |f:1.2,4.5.6.7,10.11,^1:0|. Run at time 1 hour. Reported procedure: Sodium (0.15 g, 6.4 mmol) was dissolved in ethanol (3.5 mL) at room temperature. Once all the sodium was dissolved, guanidine hydrochloride (0.61 g, 6.4 mmol) was added and the mixture was stirred for 1 h. A white precipitate formed and was filtered off. The filtrate was evaporated under reduced pressure and a solution of ethyl 3-[2-(3-methoxypropoxy)-4′-(piperidin-1-ylmethyl)biphenyl-4-yl]propanoate (0.45 g, 1.0 mmol) and DMF (3.5 mL) was added at room temperature. After completion of the react... Reactants: O=Cc1ccc(B(O)O)cc1, CC(C)(C)OC(=O)Nc1cc(I)ccn1, [Na+], [Na+], O=C([O-])[O-], C1COCCO1, c1ccc(P(c2ccccc2)(c2ccccc2)[Pd](P(c2ccccc2)(c2ccccc2)c2ccccc2)(P(c2ccccc2)(c2ccccc2)c2ccccc2)P(c2ccccc2)(c2ccccc2)c2ccccc2)cc1. The product is CC(C)(C)OC(=O)Nc1cc(-c2ccc(C=O)cc2)ccn1. Reaction SMILES: [CH:16](=[O:17])[c:18]1[cH:19][cH:20][c:21]([B:24]([OH:25])[OH:26])[cH:22][cH:23]1.[I:1][c:2]1[cH:3][c:4]([NH:8][C:9]([O:10][C:11]([CH3:12])([CH3:13])[CH3:14])=[O:15])[n:5][cH:6][cH:7]1.[Na+:27].[Na+:28].[O-:29][C:30](=[O:31])[O-:32].[O:33]1[CH2:34][CH2:35][O:36][CH2:37][CH2:38]1.[cH:39]1[cH:40][cH:41][c:42]([P:43]([Pd:44]([P:45]([c:46]2[cH:47][cH:48][cH:49][cH:50][cH:51]2)([c:52]2[cH:53][cH:54][cH:55][cH:56][cH:57]2)[c:58]2[cH:59][cH:60][cH:61][cH:62][cH:63]2)([P:64]([c:65]2[cH:66][cH:67][cH:68][cH:69][cH:70]2)([c:71]2[cH:72][cH:73][cH:74][cH:75][cH:76]2)[c:77]2[cH:78][cH:79][cH:80][cH:81][cH:82]2)[P:83]([c:84]2[cH:85][cH:86][cH:87][cH:88][cH:89]2)([c:90]2[cH:91][cH:92][cH:93][cH:94][cH:95]2)[c:96]2[cH:97][cH:98][cH:99][cH:100][cH:101]2)([c:102]2[cH:103][cH:104][cH:105][cH:106][cH:107]2)[c:108]2[cH:109][cH:110][cH:111][cH:112][cH:113]2)[cH:114][cH:115]1>>[c:2]1(-[c:21]2[cH:20][cH:19][c:18]([CH:16]=[O:17])[cH:23][cH:22]2)[cH:3][c:4]([NH:8][C:9]([O:10][C:11]([CH3:12])([CH3:13])[CH3:14])=[O:15])[n:5][cH:6][cH:7]1. The reactants are C=1C=CC2=C(C1)N=NN2O (HOBT), C(C)(C)N(CC)C(C)C (IPEA), NN1C(C(CCC1)C1=C(C=CC=C1)C(F)(F)F)=O (1-amino-3-(2-trifluoromethylphenyl)piperidin-2-one), CC1=CC=C(C=C1)SCCC(=O)O (3-[(4-methylphenyl)thio]propionic acid), C([O-])(O)=O.[Na+] (sodium bicarbonate). The solvent is CN(C)C=O (DMF), C(CCl)Cl (EDC), C(C)(=O)OCC (Ethyl acetate). Reaction conditions: time 4 hour. Yields the product O=C1N(CCCC1C1=C(C=CC=C1)C(F)(F)F)NC(CCSC1=CC=C(C=C1)C)=O (N-[2-oxo-3-(2-trifluoromethylphenyl)piperidin-1-yl]-3-p-tolylsulfanylpropionamide). Yield: 98.9%. As a reaction SMILES: C1C=CC2N(O)N=NC=2C=1.C(N(C(C)C)CC)(C)C.[NH2:20][N:21]1[CH2:26][CH2:25][CH2:24][CH:23]([C:27]2[CH:32]=[CH:31][CH:30]=[CH:29][C:28]=2[C:33]([F:36])([F:35])[F:34])[C:22]1=[O:37].[CH3:38][C:39]1[CH:44]=[CH:43][C:42]([S:45][CH2:46][CH2:47][C:48](O)=[O:49])=[CH:41][CH:40]=1.C(=O)(O)[O-].[Na+]>CN(C=O)C.C(OCC)(=O)C.C(Cl)CCl>[O:37]=[C:22]1[CH:23]([C:27]2[CH:32]=[CH:31][CH:30]=[CH:29][C:28]=2[C:33]([F:34])([F:35])[F:36])[CH2:24][CH2:25][CH2:26][N:21]1[NH:20][C:48](=[O:49])[CH2:47][CH2:46][S:45][C:42]1[CH:43]=[CH:44][C:39]([CH3:38])=[CH:40][CH:41]=1 |f:4.5|. Procedure: EDC (9.01 g), HOBT (6.34 g) and IPEA (21.8 ml) were added to a solution of 1-amino-3-(2-trifluoromethylphenyl)piperidin-2-one (8.08 g) and 3-[(4-methylphenyl)thio]propionic acid (7.37 g) in DMF (80 ml) under cooling in an ice water bath. The reaction solution was stirred at room temperature for four hours. Ethyl acetate and a sodium bicarbonate solution were added to the reaction solution, and the organic layer was separated. The resulting organic layer was washed with brine and then dried over ... Reactants: CC=1SC2=C(N1)C=C(C=C2)OC[C@@H](CC)O ((2R)-1-(2-methylbenzothiazol-5-yloxy)butan-2-ol), FC(C(=O)O)(F)F.C(Cl)Cl (trifluoroacetic acid methylene chloride), N1(CCNCC1)C(=O)OC(C)(C)C (tert butyl piperazinecarboxylate), ( 5 ). The solvent is CC(=O)C (acetone), C([O-])([O-])=O.[K+].[K+] (potassium carbonate). Reaction conditions: time 8 hour. The product is CC=1SC2=C(N1)C=C(C=C2)OC[C@@H](CN2CCNCC2)O ((2R)-1-(2-methylbenzothiazol-5-yloxy)-3-piperazinylpropan-2-ol). Reaction SMILES: [CH3:1][C:2]1[S:3][C:4]2[CH:10]=[CH:9][C:8]([O:11][CH2:12][C@H:13]([OH:16])[CH2:14]C)=[CH:7][C:5]=2[N:6]=1.[N:17]1(C(OC(C)(C)C)=O)[CH2:22][CH2:21][NH:20][CH2:19][CH2:18]1.FC(F)(F)C(O)=O.C(Cl)Cl>CC(C)=O.C(=O)([O-])[O-].[K+].[K+]>[CH3:1][C:2]1[S:3][C:4]2[CH:10]=[CH:9][C:8]([O:11][CH2:12][C@H:13]([OH:16])[CH2:14][N:17]3[CH2:22][CH2:21][NH:20][CH2:19][CH2:18]3)=[CH:7][C:5]=2[N:6]=1 |f:2.3,5.6.7|. Procedure: A solution of (2R)-1-(2-methylbenzothiazol-5-yloxy)butan-2-ol, tert butyl piperazinecarboxylate, a compound of formula (5) (2.0 g, 4.9 mmol), and 25% trifluoroacetic acid/methylene chloride (20 ml) was allowed to stir at room temperature overnight. The solvent was evaporated (in vacuo) to yield an oil. The oil was diluted with acetone (20 ml) and solid potassium carbonate was added until the foaming stopped. The resulting mixture was allowed to stir overnight. The solution was filtered through C... The reactants are N1C=NC=C1 (imidazole), [Si](C)(C)(C(C)(C)C)Cl (tert-butyldimethylsilyl chloride), C(C)(C)(C)OC(=O)[C@H](C(=O)N1C[C@@H](C[C@H]1C(=O)N[C@]1([C@@H](C1)C=C)C(=O)OCC)O)CN(CCCC=C)C1CC1 ((1R,2S)-ethyl 1-((3R,5S)-1-((S)-2-(tert-butoxycarbonyl)-3-(cyclopropyl(pent-4-enyl)amino)propanoyl)-3-hydroxypyrrolidine-5-carboxamido)-2-vinylcyclopropanecarboxylate). Run in CN(C)C=O (DMF). Reaction conditions: time 18 hour. Product: C(C)(C)(C)OC(=O)[C@H](C(=O)N1C[C@@H](C[C@H]1C(=O)N[C@]1([C@@H](C1)C=C)C(=O)OCC)O[Si](C)(C)C(C)(C)C)CN(CCCC=C)C1CC1 ((1R,2S)-ethyl 1-((3R,5S)-1-((S)-2-(tert-butoxycarbonyl)-3-(cyclopropyl(pent-4-enyl)amino)propanoyl)-3-(tert-butyldimethylsilyloxy)pyrrolidine-5-carboxamido)-2-vinylcyclopropanecarboxylate). The yield is 93.4%. RXN SMILES: [C:1]([O:5][C:6]([C@@H:8]([CH2:30][N:31]([CH:37]1[CH2:39][CH2:38]1)[CH2:32][CH2:33][CH2:34][CH:35]=[CH2:36])[C:9]([N:11]1[C@H:15]([C:16]([NH:18][C@:19]2([C:24]([O:26][CH2:27][CH3:28])=[O:25])[CH2:21][C@H:20]2[CH:22]=[CH2:23])=[O:17])[CH2:14][C@@H:13]([OH:29])[CH2:12]1)=[O:10])=[O:7])([CH3:4])([CH3:3])[CH3:2].N1C=CN=C1.[Si:45](Cl)([C:48]([CH3:51])([CH3:50])[CH3:49])([CH3:47])[CH3:46]>CN(C=O)C>[C:1]([O:5][C:6]([C@@H:8]([CH2:30][N:31]([CH:37]1[CH2:39][CH2:38]1)[CH2:32][CH2:33][CH2:34][CH:35]=[CH2:36])[C:9]([N:11]1[C@H:15]([C:16]([NH:18][C@:19]2([C:24]([O:26][CH2:27][CH3:28])=[O:25])[CH2:21][C@H:20]2[CH:22]=[CH2:23])=[O:17])[CH2:14][C@@H:13]([O:29][Si:45]([C:48]([CH3:51])([CH3:50])[CH3:49])([CH3:47])[CH3:46])[CH2:12]1)=[O:10])=[O:7])([CH3:2])([CH3:3])[CH3:4]. Procedure: To a mixture of compound 1c (1.55 g, 2.75 mmoL) in 10 mL of DMF was added imidazole (0.47 g, 6.88 mmoL) and tert-butyldimethylsilyl chloride (826 mg, 5.50 mmoL). The mixture was stirred at rt for 18 h, concentrated in vacuo, and partitioned between ethyl acetate and water. The organic phase was dried over magnesium sulfate, and concentrated in vacuo to obtain an off-white solid. Flash chromatography (eluting with methylene chloride and then ethyl acetate) gave (1R,2S)-ethyl 1-((3R,5S)-1-((S)-2-(... Reactants: ClCCCC1(S(CCCS1(=O)=O)(=O)=O)C1=CC(=C(C=C1)OC)OC (2-(3-chloropropyl)-2-(3,4-dimethoxyphenyl)-m-dithiane-1,1,3,3-tetraoxide), CNCCC1=CC(OC)=C(OC)C=C1 (N-methyl-homoveratrylamine), C(C)N(C(C)C)C(C)C (N-ethyl-N,N-diisopropylamine). Run in CN(C=O)C (dimethylformamide). Reaction conditions: temperature 120 celsius. The product is Cl.COC=1C=C(CCN(CCCC2(S(CCCS2(=O)=O)(=O)=O)C2=CC(=C(C=C2)OC)OC)C)C=CC1OC (N-(3,4-dimethoxyphenethyl)-2-(3,4-dimethoxyphenyl)-N-methyl-m-dithiane-2-propylamine-1,1,3,3-tetraoxide hydrochloride). RXN SMILES: [Cl:1][CH2:2][CH2:3][CH2:4][C:5]1([C:15]2[CH:20]=[CH:19][C:18]([O:21][CH3:22])=[C:17]([O:23][CH3:24])[CH:16]=2)[S:10](=[O:12])(=[O:11])[CH2:9][CH2:8][CH2:7][S:6]1(=[O:14])=[O:13].[CH3:25][NH:26][CH2:27][CH2:28][C:29]1[CH:38]=[CH:37][C:34]([O:35][CH3:36])=[C:31]([O:32][CH3:33])[CH:30]=1.C(N(C(C)C)C(C)C)C>CN(C)C=O>[ClH:1].[CH3:33][O:32][C:31]1[CH:30]=[C:29]([CH:38]=[CH:37][C:34]=1[O:35][CH3:36])[CH2:28][CH2:27][N:26]([CH3:25])[CH2:2][CH2:3][CH2:4][C:5]1([C:15]2[CH:20]=[CH:19][C:18]([O:21][CH3:22])=[C:17]([O:23][CH3:24])[CH:16]=2)[S:10](=[O:12])(=[O:11])[CH2:9][CH2:8][CH2:7][S:6]1(=[O:14])=[O:13] |f:4.5|. Procedure details: 10.4 g of 2-(3-chloropropyl)-2-(3,4-dimethoxyphenyl)-m-dithiane-1,1,3,3-tetraoxide are treated with 5.11 g of N-methyl-homoveratrylamine, 30 ml of N-ethyl-N,N-diisopropylamine and 70 ml of dimethylformamide. The solution is heated at 120° C for 6 hours. After evaporation, the residue is worked-up in a manner analogous to that described in Example 5. There is obtained N-(3,4-dimethoxyphenethyl)-2-(3,4-dimethoxyphenyl)-N-methyl-m-dithiane-2-propylamine-1,1,3,3-tetraoxide hydrochloride of melting p...